This data is from the Open Reaction Database (ORD), a public repository of structured organic reaction records. The task is: describe an organic reaction: reactants, conditions, products, and yield Reactants: CC1=CC=C(C=C1)C1=C(C=CC=C1)C(CBr)=O (4-methyl-2'-bromoacetyl-1,1'-biphenyl), C(C)(=O)O.C(=N)N (formamidine acetate), O (water). Solvent: C(=O)N (formamide). Yields the product CC1=CC=C(C=C1)C1=C(C=CC=C1)C=1N=CNC1 (4-Methyl-2'-(1H-imidazol-4-yl)-1,1'-biphenyl). The yield is 24.6%. RXN SMILES: [CH3:1][C:2]1[CH:7]=[CH:6][C:5]([C:8]2[CH:13]=[CH:12][CH:11]=[CH:10][C:9]=2[C:14](=O)[CH2:15]Br)=[CH:4][CH:3]=1.C(O)(=O)C.[CH:22]([NH2:24])=[NH:23].O>C(N)=O>[CH3:1][C:2]1[CH:7]=[CH:6][C:5]([C:8]2[CH:13]=[CH:12][CH:11]=[CH:10][C:9]=2[C:14]2[N:23]=[CH:22][NH:24][CH:15]=2)=[CH:4][CH:3]=1 |f:1.2|. Reported procedure: A vigorously stirred solution of 1.0 g (3.5 mmol) of 4-methyl-2'-bromoacetyl-1,1'-biphenyl and 1.86 g of formamidine acetate in 10 mL of formamide was heated at 150° C. for 6 hours. The reaction mixture was cooled, poured into 100 mL of water and the resultant mixture extracted several times with ether. The combined extracts were washed with water (3×), dried over magnesium sulfate, filtered and evaporated under vacuum. The residue was purified by chromatography over silica gel, eluting with hex... Reactants: C(CCC)NC1=NC(=C2N=C(N(C2=N1)CCCCC1COCCC1)OC)N (N2-butyl-8-(methoxy)-9-[4-(tetrahydro-2H-pyran-3-yl)butyl]-9H-purine-2,6-diamine), Cl (hydrogen chloride), O1CCOCC1 (1,4-dioxane), [OH-].[Na+] (NaOH). Run in CO (methanol). Reaction conditions: time 5 hour. Yields the product NC1=C2NC(N(C2=NC(=N1)NCCCC)CCCCC1COCCC1)=O (6-Amino-2-(butylamino)-9-[4-(tetrahydro-2H-Pyran-3-yl)butyl]-7,9-dihydro-8H-Purin-8-one). The yield is 51.3%. RXN SMILES: [CH2:1]([NH:5][C:6]1[N:14]=[C:13]2[C:9]([N:10]=[C:11]([O:25]C)[N:12]2[CH2:15][CH2:16][CH2:17][CH2:18][CH:19]2[CH2:24][CH2:23][CH2:22][O:21][CH2:20]2)=[C:8]([NH2:27])[N:7]=1)[CH2:2][CH2:3][CH3:4].Cl.O1CCOCC1.[OH-].[Na+]>CO>[NH2:27][C:8]1[N:7]=[C:6]([NH:5][CH2:1][CH2:2][CH2:3][CH3:4])[N:14]=[C:13]2[C:9]=1[NH:10][C:11](=[O:25])[N:12]2[CH2:15][CH2:16][CH2:17][CH2:18][CH:19]1[CH2:24][CH2:23][CH2:22][O:21][CH2:20]1 |f:3.4|. Procedure: To a solution of N2-butyl-8-(methoxy)-9-[4-(tetrahydro-2H-pyran-3-yl)butyl]-9H-purine-2,6-diamine (172 mg) in methanol (15.2 ml) at room temperature was added 4.0M hydrogen chloride in 1,4-dioxane (2.86 ml, 11.42 mmol) to give a colourless solution. The reaction mixture was stirred at room temperature for 5 hours. The reaction mixture was neutralised with 2M NaOH and concentrated in vacuo to give a white solid. This solid was triturated in water and filtered under vacuum to give an off-white sol...